From a dataset of the Open Reaction Database (ORD), a public repository of structured organic reaction records. describe an organic reaction: reactants, conditions, products, and yield The reactants are CO, ClC(Cl)Cl, [K+], [K+], [K+], [K+], CN(C)C=Nc1c(Cl)nc(N)nc1Cl, O=P([O-])([O-])[O-], O=P([O-])(O)O, O=P(O)(O)O. The product is Nc1nc(Cl)c(NC=O)c(Cl)n1. RXN SMILES: [CH3:38][OH:39].[CH:34]([Cl:35])([Cl:36])[Cl:37].[K+:20].[K+:21].[K+:22].[K+:28].[NH2:1][c:2]1[n:3][c:4]([Cl:14])[c:5]([N:9]=[CH:10][N:11]([CH3:12])[CH3:13])[c:6]([Cl:8])[n:7]1.[P:15](=[O:16])([O-:17])([O-:18])[O-:19].[P:23]([O-:24])([OH:25])([OH:26])=[O:27].[P:29](=[O:30])([OH:31])([OH:32])[OH:33]>>[NH2:1][c:2]1[n:3][c:4]([Cl:14])[c:5]([NH:9][CH:10]=[O:16])[c:6]([Cl:8])[n:7]1.